This data is from the Open Reaction Database (ORD), a public repository of structured organic reaction records. The task is: describe an organic reaction: reactants, conditions, products, and yield Reactants: OCC1([C@@H]([C@@H]([C@H]([C@H](OC)O1)O)O)O)CO (Methyl 5-C-Hydroxymethyl-α-L-arabino-hexopyranoside). Solvent: S(O)(O)(=O)=O (sulfuric acid). Reaction conditions: temperature 100 celsius, time 90 minute. The product is OC[C@]12[C@@H]([C@@H]([C@H]([C@H](O1)OC2)O)O)O (1,6-anhydro-5-C-hydroxymethyl-β-L-altropyranose). Yield: 39.6%. As a reaction SMILES: O[CH2:2][C:3]1([CH2:14][OH:15])[O:10][C@@H:7]([O:8]C)[C@H:6]([OH:11])[C@@H:5]([OH:12])[C@H:4]1[OH:13]>S(=O)(=O)(O)O>[OH:15][CH2:14][C@@:3]12[CH2:2][O:8][C@@H:7]([O:10]1)[C@H:6]([OH:11])[C@@H:5]([OH:12])[C@H:4]2[OH:13]. Procedure: Methyl 5-C-hydroxymethyl-α-L-arabino-hexopyranose (3) (59.0 g, 0.263 moles) is dissolved in 0.70M sulfuric acid (260 ml), and stirred at 100° C. for 90 minutes. The solution is cooled to room temperature and neutralized using an ion exchange resin (Amberlite IRA-400 (OH-). The resin is filtered off, and the filtrate is refluxed for 15 minutes with activated carbon (4.0 g). Carbon is removed with a glass fiber filter, and the filtrate is evaporated to dryness with ethanol. The white waxy residue ... The reactants are C(#N)C1(CC(OCC1)C)C1=CC(=CC=C1)S[Si](C(C)C)(C(C)C)C(C)C ((2SR,4RS)-4-cyano-2-methyl-4-(3-triisopropylsilylthiophenyl)-3,4,5,6-tetrahydro-2H-pyran), C(#N)C1(CCOCC1)C1=CC(=CC=C1)I (4-cyano-4-(3-iodophenyl)-3,4,5,6-tetrahydro-2H-pyran). The product is C(#N)C1(CCOCC1)C1=CC(=CC=C1)S[Si](C(C)C)(C(C)C)C(C)C (4-Cyano-4-(3-triisopropylsilylthiophenyl)-3,4,5,6-tetrahydro-2H-pyran). RXN SMILES: [C:1]([C:3]1([C:10]2[CH:15]=[CH:14][CH:13]=[C:12]([S:16][Si:17]([CH:24]([CH3:26])[CH3:25])([CH:21]([CH3:23])[CH3:22])[CH:18]([CH3:20])[CH3:19])[CH:11]=2)[CH2:8][CH2:7][O:6][CH:5](C)[CH2:4]1)#[N:2].C(C1(C2C=CC=C(I)C=2)CCOCC1)#N>>[C:1]([C:3]1([C:10]2[CH:15]=[CH:14][CH:13]=[C:12]([S:16][Si:17]([CH:21]([CH3:23])[CH3:22])([CH:24]([CH3:26])[CH3:25])[CH:18]([CH3:19])[CH3:20])[CH:11]=2)[CH2:8][CH2:7][O:6][CH2:5][CH2:4]1)#[N:2]. Procedure: The titled compound was prepared according to the procedure described in example 29C for the preparation of (2SR,4RS)-4-cyano-2-methyl-4-(3-triisopropylsilylthiophenyl)-3,4,5,6-tetrahydro-2H-pyran using 4-cyano-4-(3-iodophenyl)-3,4,5,6-tetrahydro-2H-pyran in place of (2SR,4RS)-4-cyano-4-(3-iodophenyl)-2-methyl-3,4,5,6-tetrahydro-2H-pyran.